This data is from the Open Reaction Database (ORD), a public repository of structured organic reaction records. The task is: describe an organic reaction: reactants, conditions, products, and yield The reactants are N1(CCCC1)[C@@H]1[C@@H](CCC1)N (cis-2-pyrrolidin-1-yl-cyclopentylamine), N1(CCCC1)[C@@H]1[C@@H](CCC1)N (cis-2-pyrrolidin-1-yl-cyclopentylamine), FC(C1=CC=C(C(=C1)C1=CC=CC=C1)C(=O)O)(F)F (5-trifluoromethyl-biphenyl-2-carboxylic acid). Product: N1(CCCC1)C1C(CCC1)NC(=O)C=1C(=CC(=CC1)C(F)(F)F)C1=CC=CC=C1 (5-Trifluoromethyl-biphenyl-2-carboxylic acid ((1SR,2RS)-2-pyrrolidin-1-yl-cyclopentyl)-amide). RXN SMILES: [N:1]1([C@H:6]2[CH2:10][CH2:9][CH2:8][C@H:7]2[NH2:11])[CH2:5][CH2:4][CH2:3][CH2:2]1.[F:12][C:13]([F:30])([F:29])[C:14]1[CH:19]=[C:18]([C:20]2[CH:25]=[CH:24][CH:23]=[CH:22][CH:21]=2)[C:17]([C:26](O)=[O:27])=[CH:16][CH:15]=1>>[N:1]1([CH:6]2[CH2:10][CH2:9][CH2:8][CH:7]2[NH:11][C:26]([C:17]2[C:18]([C:20]3[CH:25]=[CH:24][CH:23]=[CH:22][CH:21]=3)=[CH:19][C:14]([C:13]([F:29])([F:30])[F:12])=[CH:15][CH:16]=2)=[O:27])[CH2:2][CH2:3][CH2:4][CH2:5]1. Procedure: The title compound, off-white oil, MS: m/e=403.3 [(M+H)+], was prepared in accordance with the general method of example 5 from cis-2-pyrrolidin-1-yl-cyclopentylamine (intermediate Q) and 5-trifluoromethyl-biphenyl-2-carboxylic acid (intermediate AI).